Dataset: the Open Reaction Database (ORD), a public repository of structured organic reaction records. Task: describe an organic reaction: reactants, conditions, products, and yield The reactants are ClC1=CC=C(C=C1)C12CN(CC2C1C=O)C(=O)OC(C)(C)C (tert-butyl 1-(4-chlorophenyl)-6-formyl-3-azabicyclo[3.1.0]hexane-3-carboxylate), C1(C=CC(N1)=O)=O (maleimide), ClC1=CC=C(N)C=C1 (4-chloroaniline), N1=CC=CC=C1 (pyridine), Cl.CON (O-methylhydroxylamine hydrochloride). The solvent is C(C)O (ethanol). Product: ClC1=CC=C(C=C1)C12CN(CC2C1C=NOC)C(=O)OC(C)(C)C (tert-butyl 1-(4-chlorophenyl)-6-((methoxyimino)methyl)-3-azabicyclo[3.1.0]hexane-3-carboxylate). Isolated yield 63.0%. RXN SMILES: [Cl:1][C:2]1[CH:7]=[CH:6][C:5]([C:8]23[CH:13]([CH:14]=O)[CH:12]2[CH2:11][N:10]([C:16]([O:18][C:19]([CH3:22])([CH3:21])[CH3:20])=[O:17])[CH2:9]3)=[CH:4][CH:3]=1.C1(=O)NC(=O)C=C1.ClC1C=CC(N)=CC=1.N1C=CC=CC=1.Cl.[CH3:45][O:46][NH2:47]>C(O)C>[Cl:1][C:2]1[CH:3]=[CH:4][C:5]([C:8]23[CH:13]([CH:14]=[N:47][O:46][CH3:45])[CH:12]2[CH2:11][N:10]([C:16]([O:18][C:19]([CH3:20])([CH3:22])[CH3:21])=[O:17])[CH2:9]3)=[CH:6][CH:7]=1 |f:4.5|. Procedure: To a solution of tert-butyl 1-(4-chlorophenyl)-6-formyl-3-azabicyclo[3.1.0]hexane-3-carboxylate (609 mg, 1.99 mmol, prepared from maleimide and 4-chloroaniline according to the methods described in WO 2009141412 and WO 2008074716), in ethanol (10 mL) under nitrogen atmosphere, were added pyridine (0.8 mL, 9.9 mmol) and O-methylhydroxylamine hydrochloride (332.4 mg, 3.98 mmol). The reaction mixture was refluxed for 5 h. After completion of the reaction as confirmed by TLC, the solvent was evapora... Reactants: C(CCCCC)N1C=CC2=CC=CC=C12 (1-hexyl-1H-indole), [Cl-].C[Al+]C (dimethyl aluminum chloride), [Cl-].[NH4+] (ammonium chloride), COC(CCCC(=O)Cl)=O (4-chlorocarbonyl-butyric acid methyl ester). The solvent is C(Cl)Cl (methylene chloride), CCCCCC (hexane), C(C)(=O)OCC (ethyl acetate). Reaction conditions: time 30 minute. Yields the product COC(CCCC(=O)C1=CN(C2=CC=CC=C12)CCCCCC)=O (5-(1-Hexyl-1H-indol-3-yl)-5-oxo-pentanoic acid methyl ester). RXN SMILES: [CH2:1]([N:7]1[C:15]2[C:10](=[CH:11][CH:12]=[CH:13][CH:14]=2)[CH:9]=[CH:8]1)[CH2:2][CH2:3][CH2:4][CH2:5][CH3:6].[Cl-].C[Al+]C.[CH3:20][O:21][C:22](=[O:29])[CH2:23][CH2:24][CH2:25][C:26](Cl)=[O:27].[Cl-].[NH4+]>C(Cl)Cl.CCCCCC.C(OCC)(=O)C>[CH3:20][O:21][C:22](=[O:29])[CH2:23][CH2:24][CH2:25][C:26]([C:9]1[C:10]2[C:15](=[CH:14][CH:13]=[CH:12][CH:11]=2)[N:7]([CH2:1][CH2:2][CH2:3][CH2:4][CH2:5][CH3:6])[CH:8]=1)=[O:27] |f:1.2,4.5|. Procedure details: To a solution of 1-hexyl-1H-indole in methylene chloride at 0° C. was added dimethyl aluminum chloride solution in hexane. The reaction mixture was stirred for 30 minutes. To the above reaction mixture was added 4-chlorocarbonyl-butyric acid methyl ester at 0° C. and the reaction mixture was stirred for 3 hours. The reaction was treated with saturated ammonium chloride and ethyl acetate. The product was purified by column chromatography.